Dataset: the Open Reaction Database (ORD), a public repository of structured organic reaction records. Task: describe an organic reaction: reactants, conditions, products, and yield The reactants are C(C(=O)O)(=O)O (oxalic acid), C(C1=CC=CC=C1)OC1=CC=C(C=C1)C1(CCN(CC1)[C@H](C)C1=CC=CC=C1)O ((R)-4-(4-benzyloxy-phenyl)-1-(1-phenyl-ethyl)-piperidin-4-ol), O (water). Solvent: ClC(C)Cl (dichloroethane). Reaction conditions: temperature 32.5 celsius, time 30 minute. Yields the product C(C1=CC=CC=C1)OC1=CC=C(C=C1)C=1CCN(CC1)[C@H](C)C1=CC=CC=C1 ((R)-4-(4-benzyloxy-phenyl)-1-(1-phenyl-ethyl)-1,2,3,6-tetrahydropyridine). Isolated yield 31.5%. Reaction SMILES: [CH2:1]([O:8][C:9]1[CH:14]=[CH:13][C:12]([C:15]2(O)[CH2:20][CH2:19][N:18]([C@@H:21]([C:23]3[CH:28]=[CH:27][CH:26]=[CH:25][CH:24]=3)[CH3:22])[CH2:17][CH2:16]2)=[CH:11][CH:10]=1)[C:2]1[CH:7]=[CH:6][CH:5]=[CH:4][CH:3]=1.C(O)(=O)C(O)=O.O>ClC(Cl)C>[CH2:1]([O:8][C:9]1[CH:14]=[CH:13][C:12]([C:15]2[CH2:20][CH2:19][N:18]([C@@H:21]([C:23]3[CH:28]=[CH:27][CH:26]=[CH:25][CH:24]=3)[CH3:22])[CH2:17][CH:16]=2)=[CH:11][CH:10]=1)[C:2]1[CH:3]=[CH:4][CH:5]=[CH:6][CH:7]=1. Procedure details: 121.7 g crude (R)-4-(4-benzyloxy-phenyl)-1-(1-phenyl-ethyl)-piperidin-4-ol was dissolved at 40° C. in 1.21 L dichloroethane. 59.4 g (471 mmol) oxalic acid (Merck 492) was added. The mixture was boiled for 3 h, while 20 mL of water was separated. The reaction mixture was washed at room temperature with 1.2 L 10% Na2CO3. The precipitate (52 g) was separated from filtrate A and added to a mixture of 250 mL 2 N NaOH and 300 mL dichloromethane, where it was dissolved after stirring for 30 min at 30-3...